This data is from the Open Reaction Database (ORD), a public repository of structured organic reaction records. The task is: describe an organic reaction: reactants, conditions, products, and yield Reactants: ON1C(C(NC2=CC(=C(C=C12)C(F)(F)F)N1C(=NC=C1)C)=O)=O (1-hydroxy-6-(2-methyl-1H-imidazol-1-yl)-7-trifluoromethylquinoxaline-2,3(1H,4H)-dione), C(C1=CC=CC=C1)Br (benzylbromide). Solvent: C(C)O (ethanol), P(=O)(O)(O)[O-].[K+] (potassium dihydrogen phosphate). Run at time 1 hour. Product: C(C1=CC=CC=C1)ON1C(C(NC2=CC(=C(C=C12)C(F)(F)F)N1C(=NC=C1)C)=O)=O (1 -Benzyloxy-6-(2-methyl-1H-imidazol-1-yl)-7-trifluoromethylquinoxaline-2,3(1H,4H)-dione). Isolated yield 76.6%. As a reaction SMILES: [OH:1][N:2]1[C:11]2[C:6](=[CH:7][C:8]([N:16]3[CH:20]=[CH:19][N:18]=[C:17]3[CH3:21])=[C:9]([C:12]([F:15])([F:14])[F:13])[CH:10]=2)[NH:5][C:4](=[O:22])[C:3]1=[O:23].[CH2:24](Br)[C:25]1[CH:30]=[CH:29][CH:28]=[CH:27][CH:26]=1>C(O)C.P([O-])(O)(O)=O.[K+]>[CH2:24]([O:1][N:2]1[C:11]2[C:6](=[CH:7][C:8]([N:16]3[CH:20]=[CH:19][N:18]=[C:17]3[CH3:21])=[C:9]([C:12]([F:13])([F:14])[F:15])[CH:10]=2)[NH:5][C:4](=[O:22])[C:3]1=[O:23])[C:25]1[CH:30]=[CH:29][CH:28]=[CH:27][CH:26]=1 |f:3.4|. Procedure details: To a solution of 5.3 g (~16.3 mmol) of 1-hydroxy-6-(2-methyl-1H-imidazol-1-yl)-7-trifluoromethylquinoxaline-2,3(1H,4H)-dione in a mixture of 80 ml ethanol and 80 ml 1M potassium dihydrogen phosphate buffer pH 7.4 was added 2.1 ml (17.7 mmol) benzylbromide. Stirring was continued at 25° C. for 1 h. The precipitate was filtered off and washed with water and a little ice-cooled ethanol to give the title compound (5.2 g; 78%). M.p. 156° C. (decomp.). The reactants are O (water), CN(C(C1=C(C=CC(=C1)O)NC(=O)OCC1=CC=CC=C1)=O)OC (N-methyl-N-methyloxy-2-benzyloxycarbonylamino-5-hydroxybenzamide), C(C)(C)I (isopropyl iodide), C([O-])([O-])=O.[K+].[K+] (potassium carbonate). Run in CN(C=O)C (N,N-dimethylformamide). The product is CN(C(C1=C(C=CC(=C1)OCC(C)C)NC(=O)OCC1=CC=CC=C1)=O)OC (N-methyl-N-methyloxy-2-benzyloxycarbonylamino-5-isobutyloxybenzamide). As a reaction SMILES: [CH3:1][N:2]([O:23][CH3:24])[C:3](=[O:22])[C:4]1[CH:9]=[C:8]([OH:10])[CH:7]=[CH:6][C:5]=1[NH:11][C:12]([O:14][CH2:15][C:16]1[CH:21]=[CH:20][CH:19]=[CH:18][CH:17]=1)=[O:13].[CH:25](I)([CH3:27])[CH3:26].[C:29](=O)([O-])[O-].[K+].[K+].O>CN(C)C=O>[CH3:1][N:2]([O:23][CH3:24])[C:3](=[O:22])[C:4]1[CH:9]=[C:8]([O:10][CH2:26][CH:25]([CH3:27])[CH3:29])[CH:7]=[CH:6][C:5]=1[NH:11][C:12]([O:14][CH2:15][C:16]1[CH:21]=[CH:20][CH:19]=[CH:18][CH:17]=1)=[O:13] |f:2.3.4|. Procedure: A solution of N-methyl-N-methyloxy-2-benzyloxycarbonylamino-5-hydroxybenzamide (3.0 g), isopropyl iodide (2.2 g) and potassium carbonate (2.0 g) in N,N-dimethylformamide (20 ml) was stirred for 15 hours at 70° C. To the reaction mixture was added water, which was subjected to extraction with ethyl acetate (80 ml). The organic layer was washed with water and dried over anhydrous sodium sulfate. The solvent was distilled off, and the residue was purified by means of a silica gel column chromatogra... Starting materials: COC(=O)NC1CCC(=O)N2c3cc(Br)c(F)cc3Oc3ccccc3C12, C1CCOC1, CCOC(C)=O, Cl. Product: COC(=O)NC1CCCN2c3cc(Br)c(F)cc3Oc3ccccc3C12. Reaction SMILES: [Br:1][c:2]1[cH:3][c:4]2[c:5]([cH:25][c:26]1[F:27])[O:6][c:7]1[c:8]([cH:21][cH:22][cH:23][cH:24]1)[CH:9]1[N:10]2[C:11](=[O:20])[CH2:12][CH2:13][CH:14]1[NH:15][C:16]([O:17][CH3:18])=[O:19].[CH2:29]1[O:30][CH2:31][CH2:32][CH2:33]1.[CH3:34][CH2:35][O:36][C:37](=[O:38])[CH3:39].[ClH:28]>>[Br:1][c:2]1[cH:3][c:4]2[c:5]([cH:25][c:26]1[F:27])[O:6][c:7]1[c:8]([cH:21][cH:22][cH:23][cH:24]1)[CH:9]1[N:10]2[CH2:11][CH2:12][CH2:13][CH:14]1[NH:15][C:16]([O:17][CH3:18])=[O:19]. Starting materials: CCCCCCSc1nn2c(=O)cc(Cl)nc2s1, I. Yields the product CCCCCCSc1nn2c(=O)cc(I)nc2s1. RXN SMILES: [Cl:1][c:2]1[n:3][c:4]2[n:5]([c:6](=[O:8])[cH:7]1)[n:9][c:10]([S:12][CH2:13][CH2:14][CH2:15][CH2:16][CH2:17][CH3:18])[s:11]2.[IH:19]>>[c:2]1([I:19])[n:3][c:4]2[n:5]([c:6](=[O:8])[cH:7]1)[n:9][c:10]([S:12][CH2:13][CH2:14][CH2:15][CH2:16][CH2:17][CH3:18])[s:11]2. Reactants: CC(C)C(=O)Cl, CC(C)c1c(C(=O)NCc2ccc(F)c(F)c2)c2ccc(O)cc2n1Cc1ccccc1, c1ccncc1. Product: CC(C)C(=O)Oc1ccc2c(C(=O)NCc3ccc(F)c(F)c3)c(C(C)C)n(Cc3ccccc3)c2c1. Reaction SMILES: [C:33]([CH:34]([CH3:35])[CH3:36])(=[O:37])[Cl:38].[CH2:1]([c:2]1[cH:3][cH:4][cH:5][cH:6][cH:7]1)[n:8]1[c:9]([CH:30]([CH3:31])[CH3:32])[c:10]([C:18](=[O:19])[NH:20][CH2:21][c:22]2[cH:23][c:24]([F:29])[c:25]([F:28])[cH:26][cH:27]2)[c:11]2[cH:12][cH:13][c:14]([OH:17])[cH:15][c:16]12.[cH:39]1[cH:40][cH:41][n:42][cH:43][cH:44]1>>[CH2:1]([c:2]1[cH:3][cH:4][cH:5][cH:6][cH:7]1)[n:8]1[c:9]([CH:30]([CH3:31])[CH3:32])[c:10]([C:18](=[O:19])[NH:20][CH2:21][c:22]2[cH:23][c:24]([F:29])[c:25]([F:28])[cH:26][cH:27]2)[c:11]2[cH:12][cH:13][c:14]([O:17][C:33]([CH:34]([CH3:35])[CH3:36])=[O:37])[cH:15][c:16]12. Reactants: COC1=C(C=CC(=C1)\C=C/[N+](=O)[O-])C1=NC=CC=C1 (2-{2-methoxy4-[(Z)-2-nitroethenyl]phenyl}pyridine), [Si](C)(C)(C)N=[N+]=[N-] (TMSN3), CCCC[N+](CCCC)(CCCC)CCCC.[F-] (TBAF). Solvent: CN(C)C=O (DMF). Reaction conditions: temperature 50 celsius, time 30 minute. Yields the product COC1=C(C=CC(=C1)C=1N=NNC1)C1=NC=CC=C1 (2-[2-Methoxy-4-(1H-1,2,3-triazol-4-yl)phenyl]pyridine). Reaction SMILES: [CH3:1][O:2][C:3]1[CH:8]=[C:7](/[CH:9]=[CH:10]\[N+:11]([O-])=O)[CH:6]=[CH:5][C:4]=1[C:14]1[CH:19]=[CH:18][CH:17]=[CH:16][N:15]=1.[Si]([N:24]=[N+:25]=[N-])(C)(C)C.CCCC[N+](CCCC)(CCCC)CCCC.[F-]>CN(C=O)C>[CH3:1][O:2][C:3]1[CH:8]=[C:7]([C:9]2[N:24]=[N:25][NH:11][CH:10]=2)[CH:6]=[CH:5][C:4]=1[C:14]1[CH:19]=[CH:18][CH:17]=[CH:16][N:15]=1 |f:2.3|. Reported procedure: A solution of 2-{2-methoxy4-[(Z)-2-nitroethenyl]phenyl}pyridine (0.23 g, 0.89 mmol) and TMSN3 (0.18 mL, 1.34 mmol) in DMF (1 mL) was heated to slowly to 50° C. while TBAF (0.98 mL, 1.0 M in THF, 0.98 mol) was added dropwise over 20 min. The resulting reaction mixture was continued to stir at 50° C. for 30 min. The mixture was partitioned between sat. NaHCO3 (20 mL) and EtOAc (60 mL). The phases were separated and the aqueous layer was extracted with EtOAc (3×60 mL). The combined organic layers w... The reactants are CC(C)CNCCC(=O)c1cccs1, CCO, CC(C)=O, Cl, [Na+], [OH-]. Product: CC(C)CNCCC(O)c1cccs1. As a reaction SMILES: [CH2:2]([CH:3]([CH3:4])[CH3:5])[NH:6][CH2:7][CH2:8][C:9](=[O:10])[c:11]1[s:12][cH:13][cH:14][cH:15]1.[CH3:16][CH2:17][OH:18].[CH3:21][C:22](=[O:23])[CH3:24].[ClH:1].[Na+:20].[OH-:19]>>[CH2:2]([CH:3]([CH3:4])[CH3:5])[NH:6][CH2:7][CH2:8][CH:9]([OH:10])[c:11]1[s:12][cH:13][cH:14][cH:15]1. Reactants: C([O-])([O-])=O.[K+].[K+] (Potassium carbonate), Cl.C(C)(C)C1NCCC2=CC(=CC=C12)OC (1-isopropyl-6-methoxy-1,2,3,4-tetrahydroisoquinoline hydrochloride), O (water). Reaction conditions: temperature 95 celsius. Product: C(C(O)C1=CC=CC=C1)(=O)O.C(C)(C)C1NCCC2=CC(=CC=C12)OC (1-isopropyl-6-methoxy-1,2,3,4-tetrahydroisoquinoline (+)-mandelate). Reaction SMILES: [C:1](=[O:4])([O-])[O-:2].[K+].[K+].Cl.[CH:8]([CH:11]1[C:20]2[C:15](=[CH:16][C:17]([O:21][CH3:22])=[CH:18][CH:19]=2)[CH2:14][CH2:13][NH:12]1)([CH3:10])[CH3:9].[OH2:23]>>[C:1]([OH:2])(=[O:4])[CH:14]([C:15]1[CH:20]=[CH:19][CH:18]=[CH:17][CH:16]=1)[OH:23].[CH:8]([CH:11]1[C:20]2[C:15](=[CH:16][C:17]([O:21][CH3:22])=[CH:18][CH:19]=2)[CH2:14][CH2:13][NH:12]1)([CH3:10])[CH3:9] |f:0.1.2,3.4,6.7|. Procedure: Potassium carbonate (92 g) and water (500 mL) were added to 1-isopropyl-6-methoxy-1,2,3,4-tetrahydroisoquinoline hydrochloride (86 g). The reaction mixture was extracted with EtOAc and dried over magnesium sulfate, and then the solvent was evaporated. To the resulting residue were added iPrOH (1100 mL) and (+)-mandelic acid (50 g), followed by stirring under heating at 95° C. for dissolution. The mixture was left to cool and stirred at room temperature overnight. The resulting solid was collecte... Starting materials: [Li]CCCC, CC(C)COP(C)(C)=O, CCCCCC, CC(C)NC(C)C, [Cl-], O=[N+]([O-])C=Cc1ccc(F)cc1, [NH4+], C1CCOC1. Product: CC(C)COP(C)(=O)CC(C[N+](=O)[O-])c1ccc(F)cc1. Reaction SMILES: [CH2:8]([Li:9])[CH2:10][CH2:11][CH3:12].[CH3:13][P:14]([O:15][CH2:16][CH:17]([CH3:18])[CH3:19])(=[O:20])[CH3:21].[CH3:41][CH2:42][CH2:43][CH2:44][CH2:45][CH3:46].[CH:1]([NH:2][CH:3]([CH3:4])[CH3:5])([CH3:6])[CH3:7].[Cl-:34].[F:22][c:23]1[cH:24][cH:25][c:26]([CH:29]=[CH:30][N+:31](=[O:32])[O-:33])[cH:27][cH:28]1.[NH4+:35].[O:36]1[CH2:37][CH2:38][CH2:39][CH2:40]1>>[CH2:13]([P:14]([O:15][CH2:16][CH:17]([CH3:18])[CH3:19])(=[O:20])[CH3:21])[CH:29]([c:26]1[cH:25][cH:24][c:23]([F:22])[cH:28][cH:27]1)[CH2:30][N+:31](=[O:32])[O-:33].